From a dataset of the Open Reaction Database (ORD), a public repository of structured organic reaction records. describe an organic reaction: reactants, conditions, products, and yield Starting materials: BrC=1C=C(C(=O)OC)C=C(C1O)[N+](=O)[O-] (methyl 3-bromo-4-hydroxy-5-nitrobenzoate), FC1=CC=C(C=C1)B(O)O ((4-fluorophenyl)-boronic acid), [Na+].[Na+].[Na+].P(C=1C=C(C=CC1)S(=O)(=O)[O-])(C=1C=C(C=CC1)S(=O)(=O)[O-])C=1C=C(C=CC1)S(=O)(=O)[O-] (3,3′,3″-phosphinidynetris (benzensulfonic acid) trisodium salt), C(C)(C)NC(C)C (diisopropylamine). Reagents/catalysts: C(C)(=O)[O-].[Pd+2].C(C)(=O)[O-] (palladium(II) acetate). The solvent is O (water), CN(C=O)C (N,N-dimethylformamide), C(C)(=O)OCC (ethyl acetate). Conditions: temperature 80 celsius, time 18 hour. The product is FC1=CC=C(C=C1)C1=CC(=CC(=C1O)[N+](=O)[O-])C(=O)OC (Methyl 4′-fluoro-6-hydroxy-5-nitrobiphenyl-3-carboxylate). The yield is 40.8%. RXN SMILES: Br[C:2]1[CH:3]=[C:4]([CH:9]=[C:10]([N+:13]([O-:15])=[O:14])[C:11]=1[OH:12])[C:5]([O:7][CH3:8])=[O:6].[F:16][C:17]1[CH:22]=[CH:21][C:20](B(O)O)=[CH:19][CH:18]=1.[Na+].[Na+].[Na+].P(C1C=C(S([O-])(=O)=O)C=CC=1)(C1C=C(S([O-])(=O)=O)C=CC=1)C1C=C(S([O-])(=O)=O)C=CC=1.C(NC(C)C)(C)C>C([O-])(=O)C.[Pd+2].C([O-])(=O)C.C(OCC)(=O)C.O.CN(C)C=O>[F:16][C:17]1[CH:22]=[CH:21][C:20]([C:2]2[C:11]([OH:12])=[C:10]([N+:13]([O-:15])=[O:14])[CH:9]=[C:4]([C:5]([O:7][CH3:8])=[O:6])[CH:3]=2)=[CH:19][CH:18]=1 |f:2.3.4.5,7.8.9|. Procedure details: To a solution of methyl 3-bromo-4-hydroxy-5-nitrobenzoate (1.0 g, 3.62 mmol), (4-fluorophenyl)-boronic acid (0.76 g, 5.43 mmol), 3,3′,3″-phosphinidynetris (benzensulfonic acid) trisodium salt (0.17 mg, 0.27 mmol), palladium(II) acetate (20.0 mg, 0.09 mmol) and diisopropylamine (0.52 mL, 3.62 mmol) were added N,N-dimethylformamide (13.6 mL) and water (4.5 mL). The mixture was heated to 80° C. After 18 h, the mixture was cooled to ambient temperature and ethyl acetate was added. The organic layer ... The reactants are ClC1=C(C=O)C=CC=C1Cl (2,3-dichlorobenzaldehyde), C(CC(=O)C)(=O)OCCN1CCN(CC1)C(C1=CC=C(C=C1)Cl)C1=CC=C(C=C1)Cl (2-[4-(4,4'-dichlorobenzhydryl)-1-piperazinyl]ethyl acetoacetate), N\C(=C/C(=O)OC)\C (methyl 3-aminocrotonate). Solvent: C(C)(C)O (isopropyl alcohol). The product is ClC1=C(C=CC=C1Cl)C1C(=C(NC(=C1C(=O)OC)C)C)C(=O)OCCN1CCN(CC1)C(C1=CC=C(C=C1)Cl)C1=CC=C(C=C1)Cl (2-[4-(4,4'-dichlorobenzhydryl)-1-piperazinyl]ethyl methyl 4-(2,3-dichlorophenyl)-2,6-dimethyl-1,4-dihydropyridine-3,5-dicarboxylate). The yield is 43.2%. Reaction SMILES: [Cl:1][C:2]1[C:9]([Cl:10])=[CH:8][CH:7]=[CH:6][C:3]=1[CH:4]=O.[C:11]([O:17][CH2:18][CH2:19][N:20]1[CH2:25][CH2:24][N:23]([CH:26]([C:34]2[CH:39]=[CH:38][C:37]([Cl:40])=[CH:36][CH:35]=2)[C:27]2[CH:32]=[CH:31][C:30]([Cl:33])=[CH:29][CH:28]=2)[CH2:22][CH2:21]1)(=[O:16])[CH2:12][C:13]([CH3:15])=O.[NH2:41]/[C:42](/[CH3:48])=[CH:43]\[C:44]([O:46][CH3:47])=[O:45]>C(O)(C)C>[Cl:1][C:2]1[C:9]([Cl:10])=[CH:8][CH:7]=[CH:6][C:3]=1[CH:4]1[C:43]([C:44]([O:46][CH3:47])=[O:45])=[C:42]([CH3:48])[NH:41][C:13]([CH3:15])=[C:12]1[C:11]([O:17][CH2:18][CH2:19][N:20]1[CH2:21][CH2:22][N:23]([CH:26]([C:34]2[CH:35]=[CH:36][C:37]([Cl:40])=[CH:38][CH:39]=2)[C:27]2[CH:32]=[CH:31][C:30]([Cl:33])=[CH:29][CH:28]=2)[CH2:24][CH2:25]1)=[O:16]. Procedure details: A mixture of 2,3-dichlorobenzaldehyde, 2-[4-(4,4'-dichlorobenzhydryl)-1-piperazinyl]ethyl acetoacetate and methyl 3-aminocrotonate was worked up in isopropyl alcohol in the same manner as Example 1 to give 2-[4-(4,4'-dichlorobenzhydryl)-1-piperazinyl]ethyl methyl 4-(2,3-dichlorophenyl)-2,6-dimethyl-1,4-dihydropyridine-3,5-dicarboxylate as a light yellow powder, m.p. 104°-107° C. (sintering). Yield 43.2%. IR(KBr)cm-1 : 3340, 1695. NMR(CDCl3) δ: 2.27(6H,s, ##STR25## 3.57(3H,s,COOCH3), 4.12(2H,t,J=...